From a dataset of the Open Reaction Database (ORD), a public repository of structured organic reaction records. describe an organic reaction: reactants, conditions, products, and yield Reactants: O=C1CCCC2CCCCC12, COC(=O)OC, Cl, [H-], [Na+], C1CCOC1. Yields the product COC(=O)C1CCC2CCCCC2C1=O. RXN SMILES: [C:9]1(=[O:19])[CH2:10][CH2:11][CH2:12][CH:13]2[CH2:14][CH2:15][CH2:16][CH2:17][CH:18]12.[CH3:3][O:4][C:5](=[O:6])[O:7][CH3:8].[ClH:20].[H-:1].[Na+:2].[O:21]1[CH2:22][CH2:23][CH2:24][CH2:25]1>>[C:5](=[O:6])([O:7][CH3:8])[CH:10]1[C:9](=[O:19])[CH:18]2[CH:13]([CH2:12][CH2:11]1)[CH2:14][CH2:15][CH2:16][CH2:17]2. The reactants are FC1=C(C=CC=C1)[N+](=O)[O-] (2-fluoro-nitrobenzene), NC1=C(SC=C1)C(=O)OC (methyl 3-aminothiophene-2-carboxylate). Run in C1(=CC=CC=C1)C.CO (toluene MeOH). Yields the product [N+](=O)([O-])C1=C(NC2=C(SC=C2)C(=O)OC)C=CC=C1 (Methyl 3-(2-nitroanilino)-thiophene-2-carboxylate). RXN SMILES: F[C:2]1[CH:7]=[CH:6][CH:5]=[CH:4][C:3]=1[N+:8]([O-:10])=[O:9].[NH2:11][C:12]1[CH:16]=[CH:15][S:14][C:13]=1[C:17]([O:19][CH3:20])=[O:18]>C1(C)C=CC=CC=1.CO>[N+:8]([C:3]1[CH:4]=[CH:5][CH:6]=[CH:7][C:2]=1[NH:11][C:12]1[CH:16]=[CH:15][S:14][C:13]=1[C:17]([O:19][CH3:20])=[O:18])([O-:10])=[O:9] |f:2.3|. Reported procedure: The title compound was prepared using the process of Example 1(a) but with 2-fluoro-nitrobenzene and methyl 3-aminothiophene-2-carboxylate (U.K. Pat. No. 837,086) as starting materials, m.p. 184° C., (toluene/MeOH, 2:1).